The task is: describe an organic reaction: reactants, conditions, products, and yield. This data is from the Open Reaction Database (ORD), a public repository of structured organic reaction records. Starting materials: N1=CC(=CC=C1)C=NO (3-pyridine aldoxime), C(C#C)N1C(CCC1)=O (1-propargyl pyrrolidin-2-one). The solvent is C(Cl)(Cl)Cl.CO (chloroform methanol). The product is N1=CC(=CC=C1)C1=NOC(=C1)CN1C(CCC1)=O (1-(3-pyridin-3-yl-isoxazol-5-yl-methyl)-pyrrolidin-2-one). Yield: 35.4%. RXN SMILES: [N:1]1[CH:6]=[CH:5][CH:4]=[C:3]([CH:7]=[N:8][OH:9])[CH:2]=1.[CH2:10]([N:13]1[CH2:17][CH2:16][CH2:15][C:14]1=[O:18])[C:11]#[CH:12]>C(Cl)(Cl)Cl.CO>[N:1]1[CH:6]=[CH:5][CH:4]=[C:3]([C:7]2[CH:12]=[C:11]([CH2:10][N:13]3[CH2:17][CH2:16][CH2:15][C:14]3=[O:18])[O:9][N:8]=2)[CH:2]=1 |f:2.3|. Procedure: The desired compound was prepared by the method of Example 8 from 500 mg (4.09 mmol) of 3-pyridine aldoxime and 1.0 g (2 equivalents) of 1-propargyl pyrrolidin-2-one prepared in Example 7, and purified by separation with silica gel column chromatography using ethyl acetate and then chloroform/methanol (30:1) to obtain 352.2 mg (35.4% yield) of 1-(3-pyridin-3-yl-isoxazol-5-yl-methyl)-pyrrolidin-2-one. Reactants: [H-].[Na+] (NaH), C(C)OC(=O)C=1NC2=CC=C(C=C2C1)[N+](=O)[O-] (5-Nitro-1H-indole-2-carboxylic acid ethyl ester), IC (Iodomethane). Run in CCCCCCC (heptane), CN(C)C=O (DMF). Conditions: time 10 minute. Yields the product CN1C(=CC2=CC(=CC=C12)[N+](=O)[O-])C(=O)O (1-Methyl-5-nitro-1H-indole-2-carboxylic acid). RXN SMILES: C([O:3][C:4]([C:6]1[NH:7][C:8]2[C:13]([CH:14]=1)=[CH:12][C:11]([N+:15]([O-:17])=[O:16])=[CH:10][CH:9]=2)=[O:5])C.[H-].[Na+].I[CH3:21]>CN(C=O)C.CCCCCCC>[CH3:21][N:7]1[C:8]2[C:13](=[CH:12][C:11]([N+:15]([O-:17])=[O:16])=[CH:10][CH:9]=2)[CH:14]=[C:6]1[C:4]([OH:3])=[O:5] |f:1.2|. Reported procedure: 5-Nitro-1H-indole-2-carboxylic acid ethyl ester (234 mg, 1 mmol) was dissolved in DMF (2 ml). NaH (32 mg, 1.4 mmol) was added as a suspension in heptane (0.5 ml) and the mixture was stirred at room temperature for 10 min. Iodomethane (170 mg, 1.2 mmol) was added drop-wise and the solution was left stirring for 1 h. During this reaction, hydrolysis occurred. The reaction mixture was quenched with H2O (2 ml) and washed with EtOAc (3×1 ml). The aqueous layer was acidified to pH 1 with conc. HCl unt... Starting materials: OCC=1N=C(SC1)C(=O)OCC (ethyl 4-(hydroxymethyl)-1,3-thiazole-2-carboxylate). Reagents/catalysts: [O-2].[O-2].[Mn+4] (manganese dioxide). Solvent: C1CCOC1 (THF). Reaction conditions: temperature 50 celsius. Yields the product C(=O)C=1N=C(SC1)C(=O)OCC (Ethyl 4-formyl-1,3-thiazole-2-carboxylate). The yield is 91.2%. RXN SMILES: [OH:1][CH2:2][C:3]1[N:4]=[C:5]([C:8]([O:10][CH2:11][CH3:12])=[O:9])[S:6][CH:7]=1>[O-2].[O-2].[Mn+4].C1COCC1>[CH:2]([C:3]1[N:4]=[C:5]([C:8]([O:10][CH2:11][CH3:12])=[O:9])[S:6][CH:7]=1)=[O:1] |f:1.2.3|. Reported procedure: A mixture of ethyl 4-(hydroxymethyl)-1,3-thiazole-2-carboxylate (1.23 g), manganese dioxide (5.71 g) and THF (25 ml) was heated at 50° C. overnight. The inorganic material was removed by filtration, and the filtrate was concentrated in vacuo to give the title compound (1.11 g) as a yellow solid.